Dataset: the Open Reaction Database (ORD), a public repository of structured organic reaction records. Task: describe an organic reaction: reactants, conditions, products, and yield The reactants are C1CCOC1, C[Si](C)(C)CC=CCC(O)CCl, [K+], [OH-], O. The product is C[Si](C)(C)CC=CCC1CO1. As a reaction SMILES: [CH2:13]1[O:14][CH2:15][CH2:16][CH2:17]1.[Cl:1][CH2:2][CH:3]([CH2:4][CH:5]=[CH:6][CH2:7][Si:8]([CH3:9])([CH3:10])[CH3:11])[OH:12].[K+:19].[OH-:18].[OH2:20]>>[CH2:2]1[CH:3]([CH2:4][CH:5]=[CH:6][CH2:7][Si:8]([CH3:9])([CH3:10])[CH3:11])[O:12]1.